Dataset: the Open Reaction Database (ORD), a public repository of structured organic reaction records. Task: describe an organic reaction: reactants, conditions, products, and yield Reactants: CCOC(=O)c1ccc2c(c1)nc(Cc1ccccc1)n2Cc1ccc(Cl)cc1Cl, CCO, Cl, [Na+], [OH-]. RXN SMILES: [CH2:3]([c:4]1[cH:5][cH:6][cH:7][cH:8][cH:9]1)[c:10]1[n:11][c:12]2[c:13]([n:14]1[CH2:15][c:16]1[c:17]([Cl:23])[cH:18][c:19]([Cl:22])[cH:20][cH:21]1)[cH:24][cH:25][c:26]([C:28](=[O:29])[O:30][CH2:31][CH3:32])[cH:27]2.[CH3:34][CH2:35][OH:36].[ClH:33].[Na+:2].[OH-:1]>>[CH2:3]([c:4]1[cH:5][cH:6][cH:7][cH:8][cH:9]1)[c:10]1[n:11][c:12]2[c:13]([n:14]1[CH2:15][c:16]1[c:17]([Cl:23])[cH:18][c:19]([Cl:22])[cH:20][cH:21]1)[cH:24][cH:25][c:26]([C:28](=[O:29])[OH:30])[cH:27]2. Yields the product O=C(O)c1ccc2c(c1)nc(Cc1ccccc1)n2Cc1ccc(Cl)cc1Cl. The reactants are CC(C)Cc1cc(-c2cccc(CN3C(=O)CN(C)C3=O)c2)c(S(=O)(=O)NC(C)(C)C)s1, CCCCOC(=O)Cl, ClCCl, c1ccc(N2CCCC2)nc1, O=C(O)CC(O)(CC(=O)O)C(=O)O. Yields the product CCCCOC(=O)NS(=O)(=O)c1sc(CC(C)C)cc1-c1cccc(CN2C(=O)CN(C)C2=O)c1. Reaction SMILES: [CH3:1][N:2]1[C:3](=[O:32])[N:4]([CH2:8][c:9]2[cH:10][c:11](-[c:15]3[c:16]([S:24](=[O:25])(=[O:26])[NH:27][C:28]([CH3:29])([CH3:30])[CH3:31])[s:17][c:18]([CH2:20][CH:21]([CH3:22])[CH3:23])[cH:19]3)[cH:12][cH:13][cH:14]2)[C:5](=[O:7])[CH2:6]1.[Cl:44][C:45](=[O:46])[O:47][CH2:48][CH2:49][CH2:50][CH3:51].[Cl:65][CH2:66][Cl:67].[N:33]1([c:34]2[cH:35][cH:36][cH:37][cH:38][n:39]2)[CH2:40][CH2:41][CH2:42][CH2:43]1.[OH:52][C:53]([CH2:54][C:55]([C:56](=[O:57])[OH:58])([CH2:59][C:60](=[O:61])[OH:62])[OH:63])=[O:64]>>[CH3:1][N:2]1[C:3](=[O:32])[N:4]([CH2:8][c:9]2[cH:10][c:11](-[c:15]3[c:16]([S:24](=[O:25])(=[O:26])[NH:27][C:45](=[O:46])[O:47][CH2:48][CH2:49][CH2:50][CH3:51])[s:17][c:18]([CH2:20][CH:21]([CH3:22])[CH3:23])[cH:19]3)[cH:12][cH:13][cH:14]2)[C:5](=[O:7])[CH2:6]1. RXN SMILES: N1C=[CH:5][CH:4]=[C:3]([C:7]2[C:15]3[C:10](=[CH:11][C:12]([CH:16]=[O:17])=[CH:13][CH:14]=3)[NH:9][N:8]=2)[CH:2]=1.[N:18]1C=CC(B(O)O)=C[CH:19]=1>>[N:18]1[CH:19]=[CH:2][C:3]([C:7]2[C:15]3[C:10](=[CH:11][C:12]([CH:16]=[O:17])=[CH:13][CH:14]=3)[NH:9][N:8]=2)=[CH:4][CH:5]=1. The reactants are N1=CC(=CC=C1)C1=NNC2=CC(=CC=C12)C=O (3-(pyridin-3-yl)-1H-indazole-6-carbaldehyde), N1=CC=C(C=C1)B(O)O (pyridin-4-ylboronic acid). Yields the product N1=CC=C(C=C1)C1=NNC2=CC(=CC=C12)C=O (3-(pyridin-4-yl)-1H-indazole-6-carbaldehyde), solid. The yield is 9.0%. Procedure details: According to the procedure for the synthesis of 3-(pyridin-3-yl)-1H-indazole-6-carbaldehyde, except substituting pyridin-4-ylboronic acid (27 mg, 0.22 mmol), the title compound was obtained as a beige solid (3.7 mg, 9%). 1H NMR (400 MHz, CD3OD) δ ppm 10.15 (s, 1H), 8.69 (d, J=6.3 Hz, 2H), 8.32 (d, J=8.8 Hz, 1H), 8.22 (s, 1H), 8.10 (d, J=6.3 Hz, 2H), 7.84 (d, J=6.3 Hz, 1H); MS ESI 224.0 (100) [M+H]+, calcd for [C13H9N3O+H]+ 224.07. Starting materials: C(CCCCCCCCCCCCC)CC(=S)NC(CCO)O (2-tetradecylthioacetamidopropan-1,3-diol), C(CCCCCCCCCCCCC)CC(=S)O (tetradecylthioacetic acid), CN(C)C1=NC=CC=C1 (dimethylaminopyridine). Run in ClCCl (dichloromethane). The product is C(CCCCCCCCCCCCC)CC(=S)NC(CCCCCCCCCCCCCCCC)(CCCCCCCCCCCCCC)OC(C)=S (2-tetradecylthioacetamido-1,3-ditetradecylthioacetyloxypropane), powder. As a reaction SMILES: [CH2:1]([CH2:15][C:16]([NH:18][CH:19]([OH:23])[CH2:20][CH2:21]O)=[S:17])[CH2:2][CH2:3][CH2:4][CH2:5][CH2:6][CH2:7][CH2:8][CH2:9][CH2:10][CH2:11][CH2:12][CH2:13][CH3:14].CN([C:27]1[CH:32]=[CH:31][CH:30]=[CH:29]N=1)C.[CH2:33](CC(O)=S)[CH2:34][CH2:35][CH2:36][CH2:37][CH2:38][CH2:39][CH2:40][CH2:41][CH2:42][CH2:43][CH2:44][CH2:45][CH3:46]>ClCCl>[CH2:1]([CH2:15][C:16]([NH:18][C:19]([O:23][C:16](=[S:17])[CH3:15])([CH2:46][CH2:45][CH2:44][CH2:43][CH2:42][CH2:41][CH2:40][CH2:39][CH2:38][CH2:37][CH2:36][CH2:35][CH2:34][CH3:33])[CH2:20][CH2:21][CH2:27][CH2:32][CH2:31][CH2:30][CH2:29][CH2:1][CH2:2][CH2:3][CH2:4][CH2:5][CH2:6][CH2:7][CH2:8][CH3:9])=[S:17])[CH2:2][CH2:3][CH2:4][CH2:5][CH2:6][CH2:7][CH2:8][CH2:9][CH2:10][CH2:11][CH2:12][CH2:13][CH3:14]. Reaction conditions: time 48 hour. Yield: 66.0%. Procedure details: 2-tetradecylthioacetamidopropan-1,3-diol (1 g, 2.77 mmol) (example 5a) was dissolved in dichloromethane (180 ml), then dicyclohexycarbodiimide (1.427 g, 6.91 mmol), dimethylaminopyridine (0.845 g, 6.91 mmol) and tetradecylthioacetic acid (1.995 g, 6.91 mmol) (example 1a) were added in that order. The reaction mixture was stirred at room temperature for 48 hours. The dicyclohexylurea precipitate was filtered and washed with dichloromethane and the filtrate was concentrated. The residue obtained w... Starting materials: NCCCCN1C=NC=2C(=NC=3C=CC=CC3C21)N (1-(4-aminobutyl)-1H-imidazo[4,5-c]quinolin-4-amine), C(CCC1=CC=CC=C1)(=O)Cl (hydrocinnamoyl chloride). Product: NC1=NC=2C=CC=CC2C2=C1N=CN2CCCCNC(CCC2=CC=CC=C2)=O (N1-[4-(4-amino-1H-imidazo[4,5-c]quinolin-1-yl)butyl]-3-phenylpropanamide). Yield: 48.8%. As a reaction SMILES: [NH2:1][CH2:2][CH2:3][CH2:4][CH2:5][N:6]1[C:18]2[C:17]3[CH:16]=[CH:15][CH:14]=[CH:13][C:12]=3[N:11]=[C:10]([NH2:19])[C:9]=2[N:8]=[CH:7]1.[C:20](Cl)(=[O:29])[CH2:21][CH2:22][C:23]1[CH:28]=[CH:27][CH:26]=[CH:25][CH:24]=1>>[NH2:19][C:10]1[C:9]2[N:8]=[CH:7][N:6]([CH2:5][CH2:4][CH2:3][CH2:2][NH:1][C:20](=[O:29])[CH2:21][CH2:22][C:23]3[CH:28]=[CH:27][CH:26]=[CH:25][CH:24]=3)[C:18]=2[C:17]2[CH:16]=[CH:15][CH:14]=[CH:13][C:12]=2[N:11]=1. Reported procedure: Using the method of Example 14, 1-(4-aminobutyl)-1H-imidazo[4,5-c]quinolin-4-amine (0.2 g, 0.78 mmol) was reacted with hydrocinnamoyl chloride (0.11 mL, 0.74 mmol) to provide 0.14 g of N1-[4-(4-amino-1H-imidazo[4,5-c]quinolin-1-yl)butyl]-3-phenylpropanamide as a white solid, m.p. 148-150° C. 1H NMR (500 MHz, DMSO-d6) δ 8.19 (s, 1H), 8.03 (d, J=8.0 Hz, 1H), 7.82 (t, J=6.0 Hz, 1H), 7.63 (d, J=8.0 Hz, 1H), 7.45 (t, J=8.0 Hz, 1H), 7.27 (t, J=8.0 Hz, 1H), 7.22 (t, J=8.0 Hz, 2H), 7.15 (m, 3H), 6.66 (b... Starting materials: O=C([O-])[O-], CCCc1cnc(N2CCC(CS(=O)(=O)[O-])CC2)nc1, CS(C)=O, [K+], [K+], O, O=c1cc(O)cc[nH]1. The product is CCCc1cnc(N2CCC(Oc3cc[nH]c(=O)c3)CC2)nc1. As a reaction SMILES: [C:29](=[O:30])([O-:31])[O-:32].[CH2:9]([CH2:10][CH3:11])[c:12]1[cH:13][n:14][c:15]([N:18]2[CH2:19][CH2:20][CH:21]([CH2:24][S:25]([O-:26])(=[O:27])=[O:28])[CH2:22][CH2:23]2)[n:16][cH:17]1.[CH3:35][S:36]([CH3:37])=[O:38].[K+:33].[K+:34].[OH2:39].[OH:1][c:2]1[cH:3][c:4](=[O:8])[nH:5][cH:6][cH:7]1>>[O:1]([c:2]1[cH:3][c:4](=[O:8])[nH:5][cH:6][cH:7]1)[CH:21]1[CH2:20][CH2:19][N:18]([c:15]2[n:14][cH:13][c:12]([CH2:9][CH2:10][CH3:11])[cH:17][n:16]2)[CH2:23][CH2:22]1.